Dataset: the Open Reaction Database (ORD), a public repository of structured organic reaction records. Task: describe an organic reaction: reactants, conditions, products, and yield Starting materials: S(=O)(=O)([O-])C1=CC=C(C)C=C1.CN(C)[C+](Cl)N(C)C (bis(dimethylamino)chlorocarbenium tosylate), C[N-]C.[Li+] (lithium dimethylamide). Run in C(C)#N (acetonitrile). Reaction conditions: time 5 hour. Product: S(=O)(=O)([O-])C1=CC=C(C)C=C1.CN(C(N(C)C)=[N+](C)C)C (hexamethylguanidinium tosylate). Isolated yield 96.6%. Reaction SMILES: [S:1]([C:5]1[CH:11]=[CH:10][C:8]([CH3:9])=[CH:7][CH:6]=1)([O-:4])(=[O:3])=[O:2].[CH3:12][N:13]([C+:15]([N:17]([CH3:19])[CH3:18])Cl)[CH3:14].[CH3:20][N-:21][CH3:22].[Li+]>C(#N)C>[S:1]([C:5]1[CH:11]=[CH:10][C:8]([CH3:9])=[CH:7][CH:6]=1)([O-:4])(=[O:3])=[O:2].[CH3:12][N:13]([CH3:14])[C:15](=[N+:21]([CH3:22])[CH3:20])[N:17]([CH3:19])[CH3:18] |f:0.1,2.3,5.6|. Procedure details: 1.50 g (4.89 mmol) of bis(dimethylamino)chlorocarbenium tosylate and 0.25 g (4.90 mmol) of lithium dimethylamide are dissolved in 15 ml of acetonitrile under a protective-gas atmosphere (argon). The reaction mixture is stirred for 5 hours at room temperature, and LiCl is subsequently filtered off. The salt LiCl is washed with 5 ml of acetonitrile, and the organic phases are combined. The solvent is distilled off, and the residue is dried under reduced pressure at 7 Pa and 50° C., giving 1.49 g o... Reactants: COC(C=CC(CC1=CN(C2=CC=CC=C12)CC=CC1=CC=CC=C1)NC(CCCCCCC1=CC=CC=C1)=O)=O (5-[1-(3-Phenyl-allyl)-1H-indol-3-yl]-4-(7-phenyl-heptanoylamino)-pent-2-enoic acid methyl ester). Reagents/catalysts: [Pd] (Pd/C). Run in CO (MeOH). The product is COC(CC[C@@H](CC1=CN(C2=CC=CC=C12)CCCC1=CC=CC=C1)NC(CCCCCCC1=CC=CC=C1)=O)=O ((S)-4-(7-Phenyl-heptanoylamino)-5-[1-(3-phenyl-propyl)-1H-indol-3-yl]-pentanoic acid methyl ester). Isolated yield 93.4%. RXN SMILES: [CH3:1][O:2][C:3](=[O:41])[CH:4]=[CH:5][CH:6]([NH:26][C:27](=[O:40])[CH2:28][CH2:29][CH2:30][CH2:31][CH2:32][CH2:33][C:34]1[CH:39]=[CH:38][CH:37]=[CH:36][CH:35]=1)[CH2:7][C:8]1[C:16]2[C:11](=[CH:12][CH:13]=[CH:14][CH:15]=2)[N:10]([CH2:17][CH:18]=[CH:19][C:20]2[CH:25]=[CH:24][CH:23]=[CH:22][CH:21]=2)[CH:9]=1>CO.[Pd]>[CH3:1][O:2][C:3](=[O:41])[CH2:4][CH2:5][C@H:6]([NH:26][C:27](=[O:40])[CH2:28][CH2:29][CH2:30][CH2:31][CH2:32][CH2:33][C:34]1[CH:35]=[CH:36][CH:37]=[CH:38][CH:39]=1)[CH2:7][C:8]1[C:16]2[C:11](=[CH:12][CH:13]=[CH:14][CH:15]=2)[N:10]([CH2:17][CH2:18][CH2:19][C:20]2[CH:21]=[CH:22][CH:23]=[CH:24][CH:25]=2)[CH:9]=1. Reported procedure: 5-[1-(3-Phenyl-allyl)-1H-indol-3-yl]-4-(7-phenyl-heptanoylamino)-pent-2-enoic acid methyl ester (118 mg, 0.215 mmol) in MeOH (60 mL) was hydrogenated at 15 psi for 15 minutes using 10% Pd/C. The solution was filtered and the solvent removed to afford the title compound (111 mg, 93%). ESMS 553 (M+H+), mp 79.4-81° C. 1H NMR (CDCl3) δ 7.62 (1H, d, J=7.74 Hz). 7.31-7.07 (13H, m), 6.93 (1H, s), 5.43 (1H, d, J=8.37 Hz), 4.32-4.22 (1H, m), 4.08 (2H, t, J=6.96 Hz), 3.62 (3H, s), 2.97 (1H, dd, J=5.37, 14... Starting materials: C(C)(=O)OCC.CCCCCC (ethyl acetate hexane), FC1=C(C=CC=C1F)C1C(C=2C(=NC=CC2)[C@@H](CC1)O[Si](C(C)C)(C(C)C)C(C)C)=O ((9R)-6-(2,3-difluorophenyl)-9-(triisopropylsilyloxy)-6,7,8,9-tetrahydro-5H-cyclohepta[b]pyridin-5-one), CCCC[N+](CCCC)(CCCC)CCCC.[F-] (TBAF), ice methanol. Run in O1CCCC1 (tetrahydrofuran). Reaction conditions: temperature -15 celsius, time 1 hour. Product: FC1=C(C=CC=C1F)[C@H]1C(C=2C(=NC=CC2)[C@@H](CC1)O)=O ((6S,9R)-6-(2,3-Difluorophenyl)-9-hydroxy-6,7,8,9-tetrahydro-5H-cyclohepta[b]pyridin-5-one). The yield is 79.0%. RXN SMILES: [F:1][C:2]1[C:7]([F:8])=[CH:6][CH:5]=[CH:4][C:3]=1[CH:9]1[CH2:19][CH2:18][C@@H:17]([O:20][Si](C(C)C)(C(C)C)C(C)C)[C:12]2=[N:13][CH:14]=[CH:15][CH:16]=[C:11]2[C:10]1=[O:31].CCCC[N+](CCCC)(CCCC)CCCC.[F-].C(OCC)(=O)C.CCCCCC>O1CCCC1>[F:1][C:2]1[C:7]([F:8])=[CH:6][CH:5]=[CH:4][C:3]=1[C@@H:9]1[CH2:19][CH2:18][C@@H:17]([OH:20])[C:12]2=[N:13][CH:14]=[CH:15][CH:16]=[C:11]2[C:10]1=[O:31] |f:1.2,3.4|. Procedure: In a 250 mL round-bottom flask was dissolved (9R)-6-(2,3-difluorophenyl)-9-(triisopropylsilyloxy)-6,7,8,9-tetrahydro-5H-cyclohepta[b]pyridin-5-one (0.218 g, 0.49 mmol) in tetrahydrofuran (5 mL) to give a colorless solution. After cooling to −15° C. (ice-methanol bath) under nitrogen, TBAF (0.490 mL, 0.490 mmol) was added, and the resulting bright yellow solution was stirred at −15° C. for 1 h. It was quenched with sodium bicarbonate solution and diluted with ethyl acetate. The layers were separa... Starting materials: COc1cccc(C2CC(=O)N(N=C(c3ccccc3)c3ccccc3)C2)c1, Cl, O. The product is COc1cccc(C2CC(=O)N(N)C2)c1. As a reaction SMILES: [C:2]([c:3]1[cH:4][cH:5][cH:6][cH:7][cH:8]1)([c:9]1[cH:10][cH:11][cH:12][cH:13][cH:14]1)=[N:15][N:16]1[C:17](=[O:29])[CH2:18][CH:19]([c:21]2[cH:22][c:23]([O:27][CH3:28])[cH:24][cH:25][cH:26]2)[CH2:20]1.[ClH:1].[OH2:30]>>[NH2:15][N:16]1[C:17](=[O:29])[CH2:18][CH:19]([c:21]2[cH:22][c:23]([O:27][CH3:28])[cH:24][cH:25][cH:26]2)[CH2:20]1. Reactants: O=C([O-])O, N#Cc1ccccc1N1CCC2(CC1)OCCO2, Cl, [Na+]. Yields the product N#Cc1ccccc1N1CCC(=O)CC1. Reaction SMILES: [C:19](=[O:20])([OH:21])[O-:22].[CH2:1]1[O:2][C:4]2([O:3][CH2:18]1)[CH2:5][CH2:6][N:7]([c:10]1[c:11]([C:16]#[N:17])[cH:12][cH:13][cH:14][cH:15]1)[CH2:8][CH2:9]2.[ClH:24].[Na+:23]>>[O:3]=[C:4]1[CH2:5][CH2:6][N:7]([c:10]2[c:11]([C:16]#[N:17])[cH:12][cH:13][cH:14][cH:15]2)[CH2:8][CH2:9]1. Reactants: N-Aryl-benzenesulfonamides, NC1=C(C=C(C=C1)Cl)C(=O)C1=CC=CC=C1 ((2-amino-5-chloro-phenyl)-phenyl-methanone), C(#N)C=1C=C(C=CC1)S(=O)(=O)Cl (3-Cyano-benzenesulfonyl chloride). The product is C(C1=CC=CC=C1)(=O)C1=C(C=CC(=C1)Cl)NS(=O)(=O)C1=CC(=CC=C1)C#N (N-(2-Benzoyl-4-chloro-phenyl)-3-cyano-benzenesulfonamide). As a reaction SMILES: [NH2:1][C:2]1[CH:7]=[CH:6][C:5]([Cl:8])=[CH:4][C:3]=1[C:9]([C:11]1[CH:16]=[CH:15][CH:14]=[CH:13][CH:12]=1)=[O:10].[C:17]([C:19]1[CH:20]=[C:21]([S:25](Cl)(=[O:27])=[O:26])[CH:22]=[CH:23][CH:24]=1)#[N:18]>>[C:9]([C:3]1[CH:4]=[C:5]([Cl:8])[CH:6]=[CH:7][C:2]=1[NH:1][S:25]([C:21]1[CH:22]=[CH:23][CH:24]=[C:19]([C:17]#[N:18])[CH:20]=1)(=[O:27])=[O:26])(=[O:10])[C:11]1[CH:12]=[CH:13][CH:14]=[CH:15][CH:16]=1. Procedure: The title compound was prepared according to the general procedure for the synthesis of N-Aryl-benzenesulfonamides previously described using (2-amino-5-chloro-phenyl)-phenyl-methanone and 3-Cyano-benzenesulfonyl chloride. 1H NMR (CDCl3): δ 7.39-7.45 (m, 6H), 7.53-7.62 (m, 3H), 7.43 (d, J=8.4 Hz, 1H), 7.91 (bs, 2H), 9.77 (s, 1H). MS: m/z 396.9 (M++1). Starting materials: ClC1=CC=C(C=C1)C=1C=C(N=NC1OCC(F)(F)F)C(=O)O (5-(4-chloro-phenyl)-6-(2,2,2-trifluoro-ethoxy)-pyridazine-3-carboxylic acid), Cl.FC(C1=NOC(=N1)CN)(F)F (C-(3-trifluoromethyl-[1,2,4]oxadiazol-5-yl)-methylamine hydrochloride). Yields the product FC(C1=NOC(=N1)CNC(=O)C=1N=NC(=C(C1)C1=CC=C(C=C1)Cl)OCC(F)(F)F)(F)F (5-(4-chloro-phenyl)-6-(2,2,2-trifluoro-ethoxy)-pyridazine-3-carboxylic acid (3-trifluoromethyl-[1,2,4]oxadiazol-5-ylmethyl)-amide). RXN SMILES: [Cl:1][C:2]1[CH:7]=[CH:6][C:5]([C:8]2[CH:9]=[C:10]([C:20](O)=[O:21])[N:11]=[N:12][C:13]=2[O:14][CH2:15][C:16]([F:19])([F:18])[F:17])=[CH:4][CH:3]=1.Cl.[F:24][C:25]([F:34])([F:33])[C:26]1[N:30]=[C:29]([CH2:31][NH2:32])[O:28][N:27]=1>>[F:34][C:25]([F:24])([F:33])[C:26]1[N:30]=[C:29]([CH2:31][NH:32][C:20]([C:10]2[N:11]=[N:12][C:13]([O:14][CH2:15][C:16]([F:19])([F:18])[F:17])=[C:8]([C:5]3[CH:6]=[CH:7][C:2]([Cl:1])=[CH:3][CH:4]=3)[CH:9]=2)=[O:21])[O:28][N:27]=1 |f:1.2|. Procedure: The title compound was synthesized in analogy to Example 41, using 5-(4-chloro-phenyl)-6-(2,2,2-trifluoro-ethoxy)-pyridazine-3-carboxylic acid (example M) and C-(3-trifluoromethyl-[1,2,4]oxadiazol-5-yl)-methylamine hydrochloride (CAS registry No. 944905-93-5; example AK) as starting materials; LC-MS (UV peak area/ESI) 100.0%, 482.0 (M+H)+. Reaction SMILES: [CH3:1][O:2][CH2:3][C:4]1[CH:9]=[C:8]([C:10]2[O:14][N:13]=[C:12]([C:15]3[CH:24]=[C:23]4[C:18]([CH2:19][CH2:20][N:21]([CH2:25][C:26]([O:28]C(C)(C)C)=[O:27])[CH2:22]4)=[CH:17][CH:16]=3)[N:11]=2)[CH:7]=[CH:6][C:5]=1[C:33]1[CH:38]=[CH:37][CH:36]=[CH:35][C:34]=1[CH3:39].[ClH:40]>O1CCOCC1>[ClH:40].[CH3:1][O:2][CH2:3][C:4]1[CH:9]=[C:8]([C:10]2[O:14][N:13]=[C:12]([C:15]3[CH:24]=[C:23]4[C:18]([CH2:19][CH2:20][N:21]([CH2:25][C:26]([OH:28])=[O:27])[CH2:22]4)=[CH:17][CH:16]=3)[N:11]=2)[CH:7]=[CH:6][C:5]=1[C:33]1[CH:38]=[CH:37][CH:36]=[CH:35][C:34]=1[CH3:39] |f:3.4|. Procedure details: tert-butyl [7-{5-[2-(methoxymethyl)-2′-methylbiphenyl-4-yl]-1,2,4-oxadiazol-3-yl}-3,4-dihydroisoquinolin-2(1H)-yl]acetate obtained from step 1 was dissolved in HCl in dioxane (4M, 10 mL), stirred at rt for 30 hours. Solvents were removed under vacuum, Et2O added and the solid residue filtered after which solid was triturated in hot CH3CN and filtered to give the title compound as a light green powder. 1H NMR (DMSO-d6) δ 8.32 (m, 1H), 8.17-8.15 (m, 1H), 8.04-8 (m, 2H), 7.49 (d, J=8.1 Hz, 1H), 7.4... The reactants are COCC1=C(C=CC(=C1)C1=NC(=NO1)C1=CC=C2CCN(CC2=C1)CC(=O)OC(C)(C)C)C1=C(C=CC=C1)C (tert-butyl [7-{5-[2-(methoxymethyl)-2′-methylbiphenyl-4-yl]-1,2,4-oxadiazol-3-yl}-3,4-dihydroisoquinolin-2(1H)-yl]acetate), Cl (HCl). Run at time 30 hour. Product: Cl.COCC1=C(C=CC(=C1)C1=NC(=NO1)C1=CC=C2CCN(CC2=C1)CC(=O)O)C1=C(C=CC=C1)C ([7-{5-[2-(methoxymethyl)-2′-methylbiphenyl-4-yl]-1,2,4-oxadiazol-3-yl}-3,4-dihydroisoquinolin-2(1H)-yl]acetic acid, Hydrochloride salt). Solvent: O1CCOCC1 (dioxane). The reactants are C1(=CC=CC=C1)P(C1=CC=CC=C1)C1=CC=CC=C1 (triphenylphosphine), C(C)(C)NC(C)C (diisopropylamine), BrC1=CC=C(C=C1)NC(C)=O (N-(4-Bromophenyl)acetamide), C(#C)C1=CC=C(C=C1)CC(=O)NNC(=O)OC(C)(C)C (tert-butyl 2-[(4-ethynylphenyl)acetyl]hydrazinecarboxylate). The reagents and catalysts are C(C)(=O)[O-].[Pd+2].C(C)(=O)[O-] (Palladium (II) acetate). The solvent is C(C)#N (acetonitrile). Conditions: time 20 minute. Yields the product C(C)(=O)NC1=CC=C(C=C1)C#CC1=CC=C(C=C1)CC(=O)NNC(=O)OC(C)(C)C (tert-butyl 2-({4-[(4-acetamidophenyl)ethynyl]phenyl}acetyl)hydrazinecarboxylate). Isolated yield 20.2%. RXN SMILES: C1(P(C2C=CC=CC=2)C2C=CC=CC=2)C=CC=CC=1.C(NC(C)C)(C)C.Br[C:28]1[CH:33]=[CH:32][C:31]([NH:34][C:35](=[O:37])[CH3:36])=[CH:30][CH:29]=1.[C:38]([C:40]1[CH:45]=[CH:44][C:43]([CH2:46][C:47]([NH:49][NH:50][C:51]([O:53][C:54]([CH3:57])([CH3:56])[CH3:55])=[O:52])=[O:48])=[CH:42][CH:41]=1)#[CH:39]>C([O-])(=O)C.[Pd+2].C([O-])(=O)C.C(#N)C>[C:35]([NH:34][C:31]1[CH:32]=[CH:33][C:28]([C:39]#[C:38][C:40]2[CH:41]=[CH:42][C:43]([CH2:46][C:47]([NH:49][NH:50][C:51]([O:53][C:54]([CH3:57])([CH3:56])[CH3:55])=[O:52])=[O:48])=[CH:44][CH:45]=2)=[CH:29][CH:30]=1)(=[O:37])[CH3:36] |f:4.5.6|. Procedure: Palladium (II) acetate (2.5 mg, 0.011 mmol) and triphenylphosphine (11 mg, 0.044 mmol) were added to diisopropylamine (4 ml), and the mixture was stirred at room temperature for 20 mins. N-(4-Bromophenyl)acetamide (78 mg, 0.365 mmol) and tert-butyl 2-[(4-ethynylphenyl)acetyl]hydrazinecarboxylate (100 mg, 0.365 mmol) were added, and the mixture was stirred at 70° C. for 2 hrs. Anhydrous acetonitrile (2 ml) was added, and the mixture was further stirred at 70° C. for 1 hr. The reaction mixture was...